Dataset: the Open Reaction Database (ORD), a public repository of structured organic reaction records. Task: describe an organic reaction: reactants, conditions, products, and yield Reactants: FC1=NC=CC=C1C1=NC(=NC(=N1)C)N (4-(2-fluoropyridin-3-yl)-6-methyl-1,3,5-triazin-2-amine), NC=1C=CC(=NC1)OC (5-amino-2-methoxypyridine). Yields the product COC1=CC=C(C=N1)NC1=NC=CC=C1C1=NC(=NC(=N1)C)N (4-(2-(6-Methoxypyridin-3-Ylamino)Pyridin-3-yl)-6-Methyl-1,3,5-Triazin-2-Amine), solid. The yield is 80.0%. Reaction SMILES: F[C:2]1[C:7]([C:8]2[N:13]=[C:12]([CH3:14])[N:11]=[C:10]([NH2:15])[N:9]=2)=[CH:6][CH:5]=[CH:4][N:3]=1.[NH2:16][C:17]1[CH:18]=[CH:19][C:20]([O:23][CH3:24])=[N:21][CH:22]=1>>[CH3:24][O:23][C:20]1[N:21]=[CH:22][C:17]([NH:16][C:2]2[C:7]([C:8]3[N:13]=[C:12]([CH3:14])[N:11]=[C:10]([NH2:15])[N:9]=3)=[CH:6][CH:5]=[CH:4][N:3]=2)=[CH:18][CH:19]=1. Reported procedure: The title compound was prepared in an analogous manner to that described in Example 22 using 4-(2-fluoropyridin-3-yl)-6-methyl-1,3,5-triazin-2-amine and 5-amino-2-methoxypyridine (Aldrich), and isolated as a yellow solid (80%). LCMS (API-ES) m/z 310 (M+H)+; 1H NMR (400 MHz, d6-DMSO) δ 11.74 (br. s., 1H) 8.77 (dd, J=5.02, 2.51 Hz, 1H) 8.53 (br. s., 1H) 8.29 (br. s., 1H) 8.08-8.23 (m, 1H) 7.84 (br. s., 1H) 7.71 (br. s., 1H) 6.88 (ddd, J=7.78, 4.27, 4.02 Hz, 1H) 6.82 (dd, J=8.78, 4.27 Hz, 1H) 3.84 ... The reactants are N (ammonia), C(C)(=O)OC[C@@H]1[C@H](C[C@@H](O1)N1C(=O)NC(=O)C=C1)N=[N+]=[N-] (5'-O-acetyl-3'-azido-2',3'-dideoxyuridine), 4-chlorophenylphosphorodichloridate, N[C@H]1C[C@@H](O[C@@H]1CO)N1C(=O)N=C(N)C=C1 (3'-amino-2',3'-dideoxycytidine), N1N=CN=C1 (1,2,4-triazole). Reaction SMILES: [NH2:1][C@@H]1[C@@H](CO)O[C@@H](N2C=CC(N)=NC2=O)C1.C([O:20][CH2:21][C@H:22]1[O:26][C@@H:25]([N:27]2[CH:34]=[CH:33][C:31](=O)[NH:30][C:28]2=[O:29])[CH2:24][C@@H:23]1[N:35]=[N+:36]=[N-:37])(=O)C.ClC1C=CC([ClH]P(Cl)(=O)[O-])=CC=1.[NH:50]1C=NC=N1.N>N1C=CC=CC=1.O1CCOCC1>[NH3:1].[N:35]([C@@H:23]1[C@@H:22]([CH2:21][OH:20])[O:26][C@@H:25]([N:27]2[CH:34]=[CH:33][C:31]([NH2:50])=[N:30][C:28]2=[O:29])[CH2:24]1)=[N+:36]=[N-:37]. Product: N (ammonia), 3'-azido, N(=[N+]=[N-])[C@H]1C[C@@H](O[C@@H]1CO)N1C(=O)N=C(N)C=C1 (3'-azido-2',3'-dideoxycytidine). Run in O1CCOCC1 (dioxane), N1=CC=CC=C1 (pyridine). Reported procedure: An alternate synthesis of compound (XIII) involves treatment of 3'-azido-5'-O-acetyl-2',3'-dideoxyuridine (X) with 4-chlorophenylphosphorodichloridate and 1,2,4-triazole in pyridine at room temperature for 3 days to give the 4-trizolylpyrimidinone derivative. Subsequent treatment with aqueous ammonia in dioxane (1:3 v/v) for 4 hours, then saturated methanolic ammonia overnight at room temperature, yields the 3'-azido analog (XII) Compound (XII) is then reduced under 50 psi of hydrogen in the pre... RXN SMILES: [Br:21][CH2:22][C:23]([CH2:24][CH3:25])=[O:26].[Br:7][c:8]1[c:9]([C:10](=[O:11])[O:12][CH2:13][CH3:14])[cH:15][cH:16][c:17]([Br:20])[c:18]1[OH:19].[K+:1].[K+:2].[O-:3][C:4]([O-:5])=[O:6].[O:28]=[CH:29][N:30]([CH3:31])[CH3:32].[OH2:27]>>[Br:7][c:8]1[c:9]([C:10](=[O:11])[O:12][CH2:13][CH3:14])[cH:15][cH:16][c:17]([Br:20])[c:18]1[O:19][CH2:22][C:23]([CH2:24][CH3:25])=[O:26]. The reactants are CCC(=O)CBr, CCOC(=O)c1ccc(Br)c(O)c1Br, [K+], [K+], O=C([O-])[O-], CN(C)C=O, O. Yields the product CCOC(=O)c1ccc(Br)c(OCC(=O)CC)c1Br. Reactants: N1CCOCC1 (Morpholine), C(C)(=O)O[BH-](OC(C)=O)OC(C)=O.[Na+] (sodium triacetoxyborohydride), C(#N)C=1N=CC(=NC1)NC1=NC=C(C(=C1)NCC1CN(CCC1)C(=O)OC(C)(C)C)N1C=C(C=C1)C=O (tert-butyl 3-((2-(5-cyanopyrazin-2-ylamino)-5-(3-formyl-1H-pyrrol-1-yl)pyridin-4-ylamino)methyl)piperidine-1-carboxylate). Run in CC(=O)O (AcOH), ClCCCl (DCE). Reaction conditions: time 30 minute. Yields the product C(#N)C=1N=CC(=NC1)NC1=NC=C(C(=C1)NCC1CN(CCC1)C(=O)OC(C)(C)C)N1C=C(C=C1)CN1CCOCC1 (tert-Butyl 3-((2-(5-cyanopyrazin-2-ylamino)-5-(3-(morpholinomethyl)-1H-pyrrol-1-yl)pyridin-4-ylamino)methyl)piperidine-1-carboxylate). Reaction SMILES: [C:1]([C:3]1[N:4]=[CH:5][C:6]([NH:9][C:10]2[CH:15]=[C:14]([NH:16][CH2:17][CH:18]3[CH2:23][CH2:22][CH2:21][N:20]([C:24]([O:26][C:27]([CH3:30])([CH3:29])[CH3:28])=[O:25])[CH2:19]3)[C:13]([N:31]3[CH:35]=[CH:34][C:33]([CH:36]=O)=[CH:32]3)=[CH:12][N:11]=2)=[N:7][CH:8]=1)#[N:2].[NH:38]1[CH2:43][CH2:42][O:41][CH2:40][CH2:39]1.C(O[BH-](OC(=O)C)OC(=O)C)(=O)C.[Na+]>ClCCCl.CC(O)=O>[C:1]([C:3]1[N:4]=[CH:5][C:6]([NH:9][C:10]2[CH:15]=[C:14]([NH:16][CH2:17][CH:18]3[CH2:23][CH2:22][CH2:21][N:20]([C:24]([O:26][C:27]([CH3:30])([CH3:29])[CH3:28])=[O:25])[CH2:19]3)[C:13]([N:31]3[CH:35]=[CH:34][C:33]([CH2:36][N:38]4[CH2:43][CH2:42][O:41][CH2:40][CH2:39]4)=[CH:32]3)=[CH:12][N:11]=2)=[N:7][CH:8]=1)#[N:2] |f:2.3|. Reported procedure: Crude tert-butyl 3-((2-(5-cyanopyrazin-2-ylamino)-5-(3-formyl-1H-pyrrol-1-yl)pyridin-4-ylamino)methyl)piperidine-1-carboxylate (143 mg of 50% pure material, approx. 0.142 mmol) was dissolved in DCE (1.5 mL) and AcOH (0.15 mL). Morpholine (18.5 uL, 0.213 mmol) and sodium triacetoxyborohydride (75 mg, 0.355 mmol) were added and the reaction mixture was stirred at room temperature for 30 min. The reaction mixture was partitioned between dichloromethane and 10% aqueous NaHCO3. The two phases were se...